From a dataset of the Open Reaction Database (ORD), a public repository of structured organic reaction records. describe an organic reaction: reactants, conditions, products, and yield The reactants are CN(C)C(=[N+](C)C)ON1C2=C(C=CC=C2)N=N1.[B-](F)(F)(F)F (TBTU), NC=1C(N(C=CC1C)CC1=CC=C(C=C1)OC)=O (3-amino-1-(4-methoxybenzyl)-4-methyl-2-pyridone), CCN(C(C)C)C(C)C (DIEA), C(=O)(OC(C)(C)C)N[C@@H](CC1=CC=C(C=C1)[N+](=O)[O-])C(=O)O (N-Boc-p-nitrophenylalanine), Cl (HCl), CCN(C(C)C)C(C)C (DIEA). The solvent is C(C)#N (acetonitrile). Reaction conditions: time 8 hour. Product: 3-2′-(S)-tbutoxycarbonylamino-3′-(4″-nitro)benzene, C(CC)(=O)NC=1C(N(C=CC1C)CC1=CC=C(C=C1)OC)=O (propanoylamino-1-(4-methoxybenzyl)-4-methyl-2-pyridone). Isolated yield 157.3%. RXN SMILES: [NH2:1][C:2]1[C:3](=[O:18])[N:4]([CH2:9][C:10]2[CH:15]=[CH:14][C:13]([O:16][CH3:17])=[CH:12][CH:11]=2)[CH:5]=[CH:6][C:7]=1[CH3:8].CCN(C(C)C)C(C)C.C(N[C@H:36]([C:47](O)=[O:48])[CH2:37]C1C=CC([N+]([O-])=O)=CC=1)(OC(C)(C)C)=O.CN(C(ON1N=NC2C=CC=CC1=2)=[N+](C)C)C.[B-](F)(F)(F)F.Cl>C(#N)C>[C:47]([NH:1][C:2]1[C:3](=[O:18])[N:4]([CH2:9][C:10]2[CH:11]=[CH:12][C:13]([O:16][CH3:17])=[CH:14][CH:15]=2)[CH:5]=[CH:6][C:7]=1[CH3:8])(=[O:48])[CH2:36][CH3:37] |f:3.4|. Procedure: To a solution of 3-amino-1-(4-methoxybenzyl)-4-methyl-2-pyridone (5.03 g, 20.6 mmol), DIEA (3.76 mL, 21.6 mmol) and N-Boc-p-nitrophenylalanine (6.71 g, 21.6 mmol) in acetonitrile (100 mL) cooled on ice was added TBTU (7.94 g, 24.7 mmol). The mixture was stirred at rt overnight. Additional DIEA (3.76 mL, 21,6 mmol) was added, and the slurry was stirred for another 6 hours. 1N HCl (50 mL) was added, and the acetonitrile was removed under reduced pressure. Ethyl acetate (300 mL) was added, and the ... Solvent: [OH-].[Na+] (NaOH), CCO (EtOH), [OH-].[Na+] (NaOH). Yields the product CC=1C(=NC=C(C1)C)CN(C1CCCC=2C=CC=NC12)CC1=C(C=C(CNCC(=O)O)C=C1)CO ((4-{[(3,5-dimethyl-pyridin-2-ylmethyl)-(5,6,7,8-tetrahydro-quinolin-8-yl)-amino]-methyl}-3-hydroxymethyl-benzylamino)-acetic acid). As a reaction SMILES: C[O:2][C:3](=[O:36])[CH2:4][NH:5][CH2:6][C:7]1[CH:12]=[CH:11][C:10]([CH2:13][N:14]([CH2:25][C:26]2[C:31]([CH3:32])=[CH:30][C:29]([CH3:33])=[CH:28][N:27]=2)[CH:15]2[C:24]3[N:23]=[CH:22][CH:21]=[CH:20][C:19]=3[CH2:18][CH2:17][CH2:16]2)=[C:9]([CH2:34][OH:35])[CH:8]=1.Cl>CCO.[OH-].[Na+]>[CH3:32][C:31]1[C:26]([CH2:25][N:14]([CH2:13][C:10]2[CH:11]=[CH:12][C:7]([CH2:6][NH:5][CH2:4][C:3]([OH:36])=[O:2])=[CH:8][C:9]=2[CH2:34][OH:35])[CH:15]2[C:24]3[N:23]=[CH:22][CH:21]=[CH:20][C:19]=3[CH2:18][CH2:17][CH2:16]2)=[N:27][CH:28]=[C:29]([CH3:33])[CH:30]=1 |f:3.4|. The yield is 77.0%. Procedure: (4-{[(3,5-Dimethyl-pyridin-2-ylmethyl)-(5,6,7,8-tetrahydro-quinolin-8-yl)-amino]-methyl}-3-hydroxymethyl-benzylamino)-acetic acid methyl ester (0.140 g, 0.29 mmol) was dissolved in a mixture of EtOH (3 mL) and 3M NaOH (7 mL). The colorless mixture was stirred at 90° C. for 16 hours to give an orange/brown solution. 3M HCl was added until pH˜2 followed by the addition of 3M NaOH until the pH˜9 and a white precipitate formed. The white solid was removed via suction filtration and the filtrate was ... Conditions: temperature 90 celsius, time 16 hour. Reactants: COC(CNCC1=CC(=C(C=C1)CN(C1CCCC=2C=CC=NC12)CC1=NC=C(C=C1C)C)CO)=O ((4-{[(3,5-Dimethyl-pyridin-2-ylmethyl)-(5,6,7,8-tetrahydro-quinolin-8-yl)-amino]-methyl}-3-hydroxymethyl-benzylamino)-acetic acid methyl ester), Cl (HCl).